Dataset: the Open Reaction Database (ORD), a public repository of structured organic reaction records. Task: describe an organic reaction: reactants, conditions, products, and yield The reactants are [N+](=O)([O-])C1=CC=C(C=C1)S (4-nitrobenzenethiol), C(C)(=O)O[C@H]1[C@H](SC[C@H]([C@@H]1OC(C)=O)OC(C)=O)Br (2,3,4-tri-O-acetyl-5-thio-α-D-xylopyranosyl bromide), mercuric cyanide, [Hg](C#N)C#N (Hg(CN)2). Product: C(C)(=O)O[C@H]1[C@H](SC2=CC=C(C=C2)[N+](=O)[O-])SC[C@H]([C@@H]1OC(C)=O)OC(C)=O (4-nitrophenyl 2,3,4-tri-O-acetyl-1,5-dithio-β-D-xylopyranoside). Yield: 66.0%. RXN SMILES: [N+:1]([C:4]1[CH:9]=[CH:8][C:7]([SH:10])=[CH:6][CH:5]=1)([O-:3])=[O:2].[Hg](C#N)C#N.[C:16]([O:19][C@@H:20]1[C@@H:25]([O:26][C:27](=[O:29])[CH3:28])[C@H:24]([O:30][C:31](=[O:33])[CH3:32])[CH2:23][S:22][C@@H:21]1Br)(=[O:18])[CH3:17]>>[C:16]([O:19][C@@H:20]1[C@@H:25]([O:26][C:27](=[O:29])[CH3:28])[C@H:24]([O:30][C:31](=[O:33])[CH3:32])[CH2:23][S:22][C@H:21]1[S:10][C:7]1[CH:8]=[CH:9][C:4]([N+:1]([O-:3])=[O:2])=[CH:5][CH:6]=1)(=[O:18])[CH3:17]. Procedure details: If the procedure described in Preparation I is followed starting from 6 g (38.10-3 mol) of 4-nitrobenzenethiol, 10.7 g (42.10-3 mol) of mercuric cyanide, Hg(CN)2, and 15.1 g (42.10-3 mol) of 2,3,4-tri-O-acetyl-5-thio-α-D-xylopyranosyl bromide, 10.8 g (yield: 66%) of the expected product are obtained. The reactants are C(CCCCCCCCCCCCCCC)S (n-hexadecyl mercaptan), C(C=C)OCC=C (diallyl ether). The product is C(CCCCCCCCCCCCCCC)SCCCOCCCSCCCCCCCCCCCCCCCC (Bis(3-hexadecylthiopropyl) Ether). As a reaction SMILES: [CH2:1]([SH:17])[CH2:2][CH2:3][CH2:4][CH2:5][CH2:6][CH2:7][CH2:8][CH2:9][CH2:10][CH2:11][CH2:12][CH2:13][CH2:14][CH2:15][CH3:16].[CH2:18]([O:21][CH2:22][CH:23]=[CH2:24])[CH:19]=[CH2:20]>>[CH2:1]([S:17][CH2:20][CH2:19][CH2:18][O:21][CH2:22][CH2:23][CH2:24][S:17][CH2:1][CH2:2][CH2:3][CH2:4][CH2:5][CH2:6][CH2:7][CH2:8][CH2:9][CH2:10][CH2:11][CH2:12][CH2:13][CH2:14][CH2:15][CH3:16])[CH2:2][CH2:3][CH2:4][CH2:5][CH2:6][CH2:7][CH2:8][CH2:9][CH2:10][CH2:11][CH2:12][CH2:13][CH2:14][CH2:15][CH3:16]. Procedure: The procedure that is used for this example is similar to that set forth in Example 3, except that n-hexadecyl mercaptan (129.26g., 0.5 mole) is reacted with diallyl ether (24.54g., 0.25 mole). Starting materials: Fc1ccc(Cl)c(F)c1CBr, O=C([O-])[O-], CC(C)=O, [Cs+], [Cs+], COC(=O)C1c2ccc(O)cc2CCN1C(=O)OC(C)(C)C. Product: COC(=O)C1c2ccc(OCc3c(F)ccc(Cl)c3F)cc2CCN1C(=O)OC(C)(C)C. Reaction SMILES: [Br:23][CH2:24][c:25]1[c:26]([F:33])[cH:27][cH:28][c:29]([Cl:32])[c:30]1[F:31].[C:34](=[O:35])([O-:36])[O-:37].[CH3:40][C:41](=[O:42])[CH3:43].[Cs+:38].[Cs+:39].[OH:1][c:2]1[cH:3][c:4]2[c:9]([cH:10][cH:11]1)[CH:8]([C:12](=[O:13])[O:14][CH3:15])[N:7]([C:16](=[O:17])[O:18][C:19]([CH3:20])([CH3:21])[CH3:22])[CH2:6][CH2:5]2>>[O:1]([c:2]1[cH:3][c:4]2[c:9]([cH:10][cH:11]1)[CH:8]([C:12](=[O:13])[O:14][CH3:15])[N:7]([C:16](=[O:17])[O:18][C:19]([CH3:20])([CH3:21])[CH3:22])[CH2:6][CH2:5]2)[CH2:24][c:25]1[c:26]([F:33])[cH:27][cH:28][c:29]([Cl:32])[c:30]1[F:31]. Starting materials: NC1=NC(=NC(=N1)Cl)Cl (2-amino-4,6-dichloro-1,3,5-triazine), CN (methylamine). The solvent is reagent, CC(=O)C (acetone). Run at time 8 hour. Yields the product NC1=NC(=NC(=N1)Cl)NC (2-Amino-4-chloro-6-methylamino-1,3,5-triazine). RXN SMILES: [NH2:1][C:2]1[N:7]=[C:6]([Cl:8])[N:5]=[C:4](Cl)[N:3]=1.[CH3:10][NH2:11]>CC(C)=O>[NH2:11][C:10]1[N:5]=[C:6]([Cl:8])[N:7]=[C:2]([NH:3][CH3:4])[N:1]=1. Procedure: A solution of 2-amino-4,6-dichloro-1,3,5-triazine (0.2 mole) in 200 ml reagent grade acetone was cooled to 0° C. Two equivalents of 40% aqueous methylamine were added dropwise keeping the temperature less than 10° C.; solids precipitated during the addition. The reaction was then warmed to room temperature and stirred overnight under N2. Starting materials: Cc1cccc(C)c1OCC(=O)NC(Cc1ccccc1)C(O)CC(Cc1ccccc1)NC(=O)C(C(C)C)N1CCCNC1=O, CN(C)c1ccncc1, ClCCl, CC(C)(CCOP(=O)(OCc1ccccc1)OCc1ccccc1)C(=O)Cl. Yields the product Cc1cccc(C)c1OCC(=O)NC(Cc1ccccc1)C(CC(Cc1ccccc1)NC(=O)C(C(C)C)N1CCCNC1=O)OC(=O)C(C)(C)CCOP(=O)(OCc1ccccc1)OCc1ccccc1. As a reaction SMILES: [CH2:28]([c:29]1[cH:30][cH:31][cH:32][cH:33][cH:34]1)[CH:35]([CH2:36][CH:37]([CH:38]([CH2:39][c:40]1[cH:41][cH:42][cH:43][cH:44][cH:45]1)[NH:46][C:47]([CH2:48][O:49][c:50]1[c:51]([CH3:57])[cH:52][cH:53][cH:54][c:55]1[CH3:56])=[O:58])[OH:59])[NH:60][C:61]([CH:62]([CH:63]([CH3:64])[CH3:65])[N:66]1[C:67](=[O:72])[NH:68][CH2:69][CH2:70][CH2:71]1)=[O:73].[CH3:77][N:78]([CH3:79])[c:80]1[cH:81][cH:82][n:83][cH:84][cH:85]1.[Cl:74][CH2:75][Cl:76].[P:1](=[O:2])([O:3][CH2:4][c:5]1[cH:6][cH:7][cH:8][cH:9][cH:10]1)([O:11][CH2:12][c:13]1[cH:14][cH:15][cH:16][cH:17][cH:18]1)[O:19][CH2:20][CH2:21][C:22]([C:23](=[O:24])[Cl:25])([CH3:26])[CH3:27]>>[P:1](=[O:2])([O:3][CH2:4][c:5]1[cH:6][cH:7][cH:8][cH:9][cH:10]1)([O:11][CH2:12][c:13]1[cH:14][cH:15][cH:16][cH:17][cH:18]1)[O:19][CH2:20][CH2:21][C:22]([C:23](=[O:24])[O:59][CH:37]([CH2:36][CH:35]([CH2:28][c:29]1[cH:30][cH:31][cH:32][cH:33][cH:34]1)[NH:60][C:61]([CH:62]([CH:63]([CH3:64])[CH3:65])[N:66]1[C:67](=[O:72])[NH:68][CH2:69][CH2:70][CH2:71]1)=[O:73])[CH:38]([CH2:39][c:40]1[cH:41][cH:42][cH:43][cH:44][cH:45]1)[NH:46][C:47]([CH2:48][O:49][c:50]1[c:51]([CH3:57])[cH:52][cH:53][cH:54][c:55]1[CH3:56])=[O:58])([CH3:26])[CH3:27]. The reactants are ClC=1C=C(C=CC1Cl)C=1C=C2CCCN3C2=C(C1)[C@@H]1[C@H]3CCN(C1)C(=O)OC(C)(C)C (tert-butyl (±)-cis-2-(3,4-dichlorophenyl)-5,6,8,9,11,11a-hexahydro-4H-pyrido[3′,4′:4,5]pyrrolo[3,2,1-ij]quinoline-10(7aH)-carboxylate), N (NH3). Yields the product ClC=1C=C(C=CC1Cl)C=1C=C2CCCN3C2=C(C1)[C@@H]1[C@H]3CCNC1 ((±)-cis-2-(3,4-dichlorophenyl)-5,6,7a,8,9,10,11,11a-octahydro-4H-pyrido[3′,4′:4,5]pyrrolo[3,2,1-ij]quinoline). Yield: 101.0%. As a reaction SMILES: [Cl:1][C:2]1[CH:3]=[C:4]([C:9]2[CH:10]=[C:11]3[C:16]4=[C:17]([C@H:19]5[CH2:24][N:23](C(OC(C)(C)C)=O)[CH2:22][CH2:21][C@H:20]5[N:15]4[CH2:14][CH2:13][CH2:12]3)[CH:18]=2)[CH:5]=[CH:6][C:7]=1[Cl:8].N>>[Cl:1][C:2]1[CH:3]=[C:4]([C:9]2[CH:10]=[C:11]3[C:16]4=[C:17]([C@H:19]5[CH2:24][NH:23][CH2:22][CH2:21][C@H:20]5[N:15]4[CH2:14][CH2:13][CH2:12]3)[CH:18]=2)[CH:5]=[CH:6][C:7]=1[Cl:8]. Procedure details: The title compound (72.6 mg, 100%) was prepared by the method of Example 112 from tert-butyl (±)-cis-2-(3,4-dichlorophenyl)-5,6,8,9,11,11a-hexahydro-4H-pyrido[3′,4′:4,5]pyrrolo[3,2,1-ij]quinoline-10(7aH)-carboxylate (90 mg, 0.20 mmol) as pale yellow amorphous solid. 1H NMR (CDCl3, 300 MHz) δ7.58 (d, 1H, J=2.2 Hz), 7.41 (d, 1 H, J=8.4 Hz), 7.32 (dd, 1H, J=2.2, 8.4 Hz), 7.09 (s, 1H), 7.07 (s, 1H), 3.34-3.46 (m, 1H), 3.31 (dt, 1H, J=4.4, 10.7 Hz), 3.03-3.13 (m, 2H), 2.83-2.92 (m, 2H), 2.61-2.78 (m,... Reactants: O=C([O-])[O-], Cc1ccccc1, C1CN(C2CC2)CCN1, Cl, Cl, [Na+], [Na+], [Na+], O=C(Cl)c1ccc(CN2CCOCC2)cc1, [OH-]. Product: O=C(c1ccc(CN2CCOCC2)cc1)N1CCN(C2CC2)CC1. Reaction SMILES: [C:14](=[O:15])([O-:16])[O-:17].[CH3:36][c:37]1[cH:38][cH:39][cH:40][cH:41][cH:42]1.[CH:3]1([N:6]2[CH2:7][CH2:8][NH:9][CH2:10][CH2:11]2)[CH2:4][CH2:5]1.[ClH:1].[ClH:2].[Na+:13].[Na+:18].[Na+:19].[O:20]1[CH2:21][CH2:22][N:23]([CH2:26][c:27]2[cH:28][cH:29][c:30]([C:31](=[O:32])[Cl:33])[cH:34][cH:35]2)[CH2:24][CH2:25]1.[OH-:12]>>[CH:3]1([N:6]2[CH2:7][CH2:8][N:9]([C:31]([c:30]3[cH:29][cH:28][c:27]([CH2:26][N:23]4[CH2:22][CH2:21][O:20][CH2:25][CH2:24]4)[cH:35][cH:34]3)=[O:32])[CH2:10][CH2:11]2)[CH2:4][CH2:5]1. Starting materials: ClC1=CC(=NC2=CC=C(C=C12)Cl)N1CCS(C2=C(C1)C=CC(=C2)OC)(=O)=O (4-(4,6-dichloroquinolin-2-yl)-8-methoxy-2,3,4,5-tetrahydro-1,4-benzothiazepine 1,1-dioxide), O1CC(C1)(CN)CN (oxetane-3,3-diyldimethanamine). Yields the product NCC1(COC1)CNC1=CC(=NC2=CC=C(C=C12)Cl)N1CCS(C2=C(C1)C=CC(=C2)OC)(=O)=O (N-{[3-(Aminomethyl)oxetan-3-yl]methyl}-6-chloro-2-(8-methoxy-1,1-dioxido-2,3-dihydro-1,4-benzothiazepin-4(5H)-yl)quinolin-4-amine). RXN SMILES: Cl[C:2]1[C:11]2[C:6](=[CH:7][CH:8]=[C:9]([Cl:12])[CH:10]=2)[N:5]=[C:4]([N:13]2[CH2:19][C:18]3[CH:20]=[CH:21][C:22]([O:24][CH3:25])=[CH:23][C:17]=3[S:16](=[O:27])(=[O:26])[CH2:15][CH2:14]2)[CH:3]=1.[O:28]1[CH2:31][C:30]([CH2:34][NH2:35])([CH2:32][NH2:33])[CH2:29]1>>[NH2:33][CH2:32][C:30]1([CH2:34][NH:35][C:2]2[C:11]3[C:6](=[CH:7][CH:8]=[C:9]([Cl:12])[CH:10]=3)[N:5]=[C:4]([N:13]3[CH2:19][C:18]4[CH:20]=[CH:21][C:22]([O:24][CH3:25])=[CH:23][C:17]=4[S:16](=[O:26])(=[O:27])[CH2:15][CH2:14]3)[CH:3]=2)[CH2:31][O:28][CH2:29]1. Procedure: The title compound was prepared in analogy to Example 3-1 in Scheme 5 by using 4-(4,6-dichloroquinolin-2-yl)-8-methoxy-2,3,4,5-tetrahydro-1,4-benzothiazepine 1,1-dioxide (prepared in analogy to the one in Example 3-13) and oxetane-3,3-diyldimethanamine. MS obsd. (ESI+) [(M+H)+] 503, 1H NMR (400 MHz, CD3OD) δ ppm 8.23 (s, 1 H), 7.88 (d, J=8.59 Hz, 1 H), 7.73 (d, J=8.84 Hz, 1 H), 7.65-7.51 (m, 2 H), 7.21 (dd, J=8.34, 2.78 Hz, 1 H), 6.30 (s, 1 H), 5.26 (brs, 2 H), 4.76-4.60 (m, 6 H), 4.56 (brs, 1 H... Reactants: C(C)(C)N (isopropylamine), ClC1=C(C=CC=C1Cl)NC(=O)C1=CC=C(C=C1)C(C(=O)O)C (2-[4-(2,3-dichlorophenylcarbamoyl)phenyl]-propionic acid), ice water, N,N'-carbonyldiimidazole, O (water). The solvent is O1CCCC1 (tetrahydrofuran). Conditions: time 30 minute. Yields the product C(C)(C)NC(C(C)C1=CC=C(C=C1)C(NC1=C(C(=CC=C1)Cl)Cl)=O)=O (N-isopropyl-2-[4-(2,3-dichlorophenylcarbamoyl)-phenyl]-propionamide). Isolated yield 87.2%. As a reaction SMILES: [Cl:1][C:2]1[C:7]([Cl:8])=[CH:6][CH:5]=[CH:4][C:3]=1[NH:9][C:10]([C:12]1[CH:17]=[CH:16][C:15]([CH:18]([CH3:22])[C:19]([OH:21])=O)=[CH:14][CH:13]=1)=[O:11].[CH:23]([NH2:26])([CH3:25])[CH3:24].O>O1CCCC1>[CH:23]([NH:26][C:19](=[O:21])[CH:18]([C:15]1[CH:14]=[CH:13][C:12]([C:10](=[O:11])[NH:9][C:3]2[CH:4]=[CH:5][CH:6]=[C:7]([Cl:8])[C:2]=2[Cl:1])=[CH:17][CH:16]=1)[CH3:22])([CH3:25])[CH3:24]. Procedure: 3.38 g of 2-[4-(2,3-dichlorophenylcarbamoyl)phenyl]-propionic acid was dissolved in 30 ml of anhydrous tetrahydrofuran. While cooling the solution with ice water, 2.43 g of N,N'-carbonyldiimidazole was added thereto, and the mixture was stirred for 30 minutes. Thereafter, 0.59 g of isopropylamine was added thereto. The mixture was returned to room temperature and stirred for 5 hours. After completion of the reaction, the reaction solution was poured into 200 ml of water, and the resulting crysta... Reactants: ON=C(N)C1=CN=NC=C1 (N′-Hydroxypyridazine-4-carboximidamide), FC1=C(C(=O)Cl)C(=CC=C1F)F (2,3,6-trifluorobenzoyl chloride), N (NH3). Product: N1=NC=C(C=C1)C1=NOC(=N1)C1=C(C(=CC=C1F)F)F (3-(pyridazin-4-yl)-5-(2,3,6-trifluorophenyl)-1,2,4-oxadiazole). Reaction SMILES: [OH:1][N:2]=[C:3]([C:5]1[CH:10]=[CH:9][N:8]=[N:7][CH:6]=1)[NH2:4].[F:11][C:12]1[C:20]([F:21])=[CH:19][CH:18]=[C:17]([F:22])[C:13]=1[C:14](Cl)=O.N>>[N:8]1[CH:9]=[CH:10][C:5]([C:3]2[N:4]=[C:14]([C:13]3[C:17]([F:22])=[CH:18][CH:19]=[C:20]([F:21])[C:12]=3[F:11])[O:1][N:2]=2)=[CH:6][N:7]=1. Procedure: The titled compound was prepared according to the procedure of Method D using the product of Example 83D and 2,3,6-trifluorobenzoyl chloride (Aldrich). 1H NMR (300 MHz, CD3OD) δ 7.28-7.37 (m, J=9.5, 9.5, 3.7, 2.4 Hz, 1H), 7.67-7.79 (m, J=9.6, 9.6, 8.7, 4.9 Hz, 1H), 8.39 (dd, J=5.3, 2.2 Hz, 1H), 9.46 (dd, J=5.3, 1.2 Hz, 1H), 9.88 (dd, J=2.2, 1.2 Hz, 1H) ppm; MS (DCI/NH3) m/z=279 (M+H)+.